Dataset: the Open Reaction Database (ORD), a public repository of structured organic reaction records. Task: describe an organic reaction: reactants, conditions, products, and yield Reactants: ClCC=1N=C(OC1C)C1=CC=CC=C1 (4-chloromethyl-5-methyl-2-phenyl-oxazole), C([O-])([O-])=O.[Cs+].[Cs+] (cesium carbonate), [I-].[K+] (potassium iodide), COC([C@H](CC1=C(C=C(C=C1)O)Cl)OCC)=O ((2S)-3-(2-chloro-4-hydroxy-phenyl)-2-ethoxy-propionic acid methyl ester). Yields the product COC([C@H](CC1=C(C=C(C=C1)OCC=1N=C(OC1C)C1=CC=CC=C1)Cl)OCC)=O ((S)-3-[2-chloro-4-(5-methyl-2-phenyl-oxazol-4-ylmethoxy)-phenyl]-2-ethoxy-propionic acid methyl ester). RXN SMILES: [CH3:1][O:2][C:3](=[O:17])[C@@H:4]([O:14][CH2:15][CH3:16])[CH2:5][C:6]1[CH:11]=[CH:10][C:9]([OH:12])=[CH:8][C:7]=1[Cl:13].Cl[CH2:19][C:20]1[N:21]=[C:22]([C:26]2[CH:31]=[CH:30][CH:29]=[CH:28][CH:27]=2)[O:23][C:24]=1[CH3:25].C(=O)([O-])[O-].[Cs+].[Cs+].[I-].[K+]>>[CH3:1][O:2][C:3](=[O:17])[C@@H:4]([O:14][CH2:15][CH3:16])[CH2:5][C:6]1[CH:11]=[CH:10][C:9]([O:12][CH2:19][C:20]2[N:21]=[C:22]([C:26]3[CH:31]=[CH:30][CH:29]=[CH:28][CH:27]=3)[O:23][C:24]=2[CH3:25])=[CH:8][C:7]=1[Cl:13] |f:2.3.4,5.6|. Reported procedure: In analogy to the procedure described in example 1 f], (2S)-3-(2-chloro-4-hydroxy-phenyl)-2-ethoxy-propionic acid methyl ester was reacted with 4-chloromethyl-5-methyl-2-phenyl-oxazole in the presence of cesium carbonate and potassium iodide to yield (S)-3-[2-chloro-4-(5-methyl-2-phenyl-oxazol-4-ylmethoxy)-phenyl]-2-ethoxy-propionic acid methyl ester as colorless liquid. Starting materials: CCOCC, OC(c1ccc(Cl)cc1)C(F)(F)F, O=S(=O)(Cl)C(F)(F)F, [H-], [Na+], O. Reaction SMILES: [CH3:25][CH2:26][O:27][CH2:28][CH3:29].[Cl:1][c:2]1[cH:3][cH:4][c:5]([CH:8]([C:9]([F:10])([F:11])[F:12])[OH:13])[cH:6][cH:7]1.[F:16][C:17]([S:18](=[O:19])(=[O:20])[Cl:21])([F:22])[F:23].[H-:14].[Na+:15].[OH2:24]>>[Cl:1][c:2]1[cH:3][cH:4][c:5]([CH:8]([C:9]([F:10])([F:11])[F:12])[O:13][S:18]([C:17]([F:16])([F:22])[F:23])(=[O:19])=[O:20])[cH:6][cH:7]1. The product is O=S(=O)(OC(c1ccc(Cl)cc1)C(F)(F)F)C(F)(F)F. Reactants: [Mg] (Magnesium), O1CCCC1 (tetrahydrofuran), O1CCCC1 (tetrahydrofuran), II (iodine), BrC1CC1 (Bromocyclopropane). Run at time 1.5 hour. Yields the product C1(CC1)[Mg]Br.O1CCCC1 (cyclopropylmagnesium bromide tetrahydrofuran). Reaction SMILES: [Mg:1].II.[Br:4]C1CC1.[O:8]1[CH2:12][CH2:11][CH2:10][CH2:9]1>>[CH:10]1([Mg:1][Br:4])[CH2:11][CH2:12]1.[O:8]1[CH2:12][CH2:11][CH2:10][CH2:9]1 |f:4.5|. Procedure details: Magnesium (10.7 g)was suspended in tetrahydrofuran (80 ml), and to the suspension was added iodine (5 mg). Bromocyclopropane (32.0 ml) was added dropwise thereto over 1.5 hr and the mixture was heated under ref lux for 1.5 hr. Thereto was added tetrahydrofuran to give a 1M cyclopropylmagnesium bromide-tetrahydrofuran solution. Subsequently, o-anisaldehyde (8.17 g) was dissolved in tetrahydrofuran (150 ml), the 1M cyclopropylmagnesium bromide-tetrahydrofuran solution (90 ml) was added dropwise th...